This data is from the Open Reaction Database (ORD), a public repository of structured organic reaction records. The task is: describe an organic reaction: reactants, conditions, products, and yield The reactants are CC(C)(O)CC(C)(C)c1cc(Br)ccc1O, Cc1ccc(S(=O)(=O)O)cc1, c1ccccc1. Yields the product CC1(C)CC(C)(C)c2cc(Br)ccc2O1. RXN SMILES: [Br:1][c:2]1[cH:3][c:4]([C:9]([CH2:10][C:11]([CH3:12])([CH3:13])[OH:14])([CH3:15])[CH3:16])[c:5]([OH:8])[cH:6][cH:7]1.[c:17]1([CH3:18])[cH:19][cH:20][c:21]([S:22]([OH:23])(=[O:24])=[O:25])[cH:26][cH:27]1.[cH:28]1[cH:29][cH:30][cH:31][cH:32][cH:33]1>>[Br:1][c:2]1[cH:3][c:4]2[c:5]([cH:6][cH:7]1)[O:14][C:11]([CH3:12])([CH3:13])[CH2:10][C:9]2([CH3:15])[CH3:16]. The product is CC(C)(C)C1=CCC(C)(C)c2ccc(Br)cc21. Reaction SMILES: [Br:1][c:2]1[cH:3][cH:4][c:5]2[c:10]([cH:11]1)[C:9](=[O:12])[CH2:8][CH2:7][C:6]2([CH3:13])[CH3:14].[C:16]([CH3:17])([CH3:18])([CH3:19])[Mg+:20].[CH2:34]1[O:35][CH2:36][CH2:37][CH2:38]1.[CH3:21][OH:22].[Cl-:15].[c:23]1([CH3:24])[cH:25][cH:26][c:27]([S:28]([OH:29])(=[O:30])=[O:31])[cH:32][cH:33]1>>[Br:1][c:2]1[cH:3][cH:4][c:5]2[c:10]([cH:11]1)[C:9]([C:16]([CH3:17])([CH3:18])[CH3:19])=[CH:8][CH2:7][C:6]2([CH3:13])[CH3:14]. Starting materials: CC1(C)CCC(=O)c2cc(Br)ccc21, CC(C)(C)[Mg+], C1CCOC1, CO, [Cl-], Cc1ccc(S(=O)(=O)O)cc1. The reactants are FC=1C(NC(NC1)=O)=O (5-fluorouracil), C(C1=CC=CC=C1)(=O)Cl (benzoyl chloride), ice water. The solvent is N1=CC=CC=C1 (pyridine), O1CCOCC1 (dioxane). Product: C(C1=CC=CC=C1)(=O)N1C(NC=C(C1=O)F)=O (3-N-benzoyl-5-fluorouracil). Yield: 32.0%. As a reaction SMILES: [F:1][C:2]1[C:3](=[O:9])[NH:4][C:5](=[O:8])[NH:6][CH:7]=1.[C:10](Cl)(=[O:17])[C:11]1[CH:16]=[CH:15][CH:14]=[CH:13][CH:12]=1>N1C=CC=CC=1.O1CCOCC1>[C:10]([N:4]1[C:3](=[O:9])[C:2]([F:1])=[CH:7][NH:6][C:5]1=[O:8])(=[O:17])[C:11]1[CH:16]=[CH:15][CH:14]=[CH:13][CH:12]=1. Procedure details: 2.6 g (0.02 mole) of 5-fluorouracil was suspended in 10 ml of absolute pyridine and 10 ml of absolute dioxane, and the suspension was warmed to 80° C and stirred. 5.6 g (0.04 mole) of benzoyl chloride was then added dropwise thereto followed by stirring at 80° C for 1.5 hours to allow the mixture to react. After completion of the reaction, the reaction mixture was poured into ice-water followed by stirring, and the thus precipitated solid was filtered, washed with water and then dissolved in ben...